This data is from the Open Reaction Database (ORD), a public repository of structured organic reaction records. The task is: describe an organic reaction: reactants, conditions, products, and yield Reactants: C1CCOC1 (THF), C(N)(=O)C1=C2C=3C(=CC(=CC3N(C2=CC=C1)CC1=CC=CC=C1)COCC=C)OCC(=O)O ([5-carbamoyl-9-(phenylmethyl)-2-[[(propen-3-yl)oxy]methyl]carbazol-4-yl]oxyacetic acid). The reagents and catalysts are [Pt]=O (Platinum oxide). Run at time 30 minute. Yields the product C(N)(=O)C1=C2C=3C(=CC(=CC3N(C2=CC=C1)CC1=CC=CC=C1)COCCC)OCC(=O)OC ([5-carbamoyl-9-(phenylmethyl)-2-[(propyloxy)methyl]carbazol-4-yl]oxyacetic acid, methyl ester). The yield is 97.0%. RXN SMILES: [C:1]([C:4]1[CH:16]=[CH:15][CH:14]=[C:13]2[C:5]=1[C:6]1[C:7]([O:29][CH2:30][C:31]([OH:33])=[O:32])=[CH:8][C:9]([CH2:24][O:25][CH2:26][CH:27]=[CH2:28])=[CH:10][C:11]=1[N:12]2[CH2:17][C:18]1[CH:23]=[CH:22][CH:21]=[CH:20][CH:19]=1)(=[O:3])[NH2:2].[CH2:34]1COCC1>[Pt]=O>[C:1]([C:4]1[CH:16]=[CH:15][CH:14]=[C:13]2[C:5]=1[C:6]1[C:7]([O:29][CH2:30][C:31]([O:33][CH3:34])=[O:32])=[CH:8][C:9]([CH2:24][O:25][CH2:26][CH2:27][CH3:28])=[CH:10][C:11]=1[N:12]2[CH2:17][C:18]1[CH:23]=[CH:22][CH:21]=[CH:20][CH:19]=1)(=[O:3])[NH2:2]. Procedure details: Platinum oxide (30 mg) was added to a stirred THF (30 mL) solution containing the compound of Example 58 (120 mg, 0.262 mmol) under a nitrogen atmosphere. The mixture was then stirred under a hydrogen atmosphere for 30 minutes. After filtration and concentration, the residue was chromatographed on silica (gradient 0-6% methanol in methylene chloride) to afford the subtitled compound (117 mg, 97%) as a white solid. IR (KBr) 3364, 3166, 1758, 1742, 1642 cm−1; 1H-NMR (CDCl3): δ 0.91 (t, J=7.4 Hz, 3... Reactants: O=C=NC(=O)Cc1ccc(F)cc1, CC(C)(C)OC(=O)NC1CCN(C(=O)C=Cc2cnccc2Oc2ccc(N)cc2F)CC1. Product: CC(C)(C)OC(=O)NC1CCN(C(=O)C=Cc2cnccc2Oc2ccc(NC(=O)NC(=O)Cc3ccc(F)cc3)cc2F)CC1. RXN SMILES: [F:34][c:35]1[cH:36][cH:37][c:38]([CH2:41][C:42](=[O:43])[N:44]=[C:45]=[O:46])[cH:39][cH:40]1.[NH2:1][c:2]1[cH:3][c:4]([F:33])[c:5]([O:6][c:7]2[c:8]([CH:13]=[CH:14][C:15](=[O:16])[N:17]3[CH2:18][CH2:19][CH:20]([NH:23][C:24]([O:25][C:26]([CH3:27])([CH3:28])[CH3:29])=[O:30])[CH2:21][CH2:22]3)[cH:9][n:10][cH:11][cH:12]2)[cH:31][cH:32]1>>[NH:1]([c:2]1[cH:3][c:4]([F:33])[c:5]([O:6][c:7]2[c:8]([CH:13]=[CH:14][C:15](=[O:16])[N:17]3[CH2:18][CH2:19][CH:20]([NH:23][C:24]([O:25][C:26]([CH3:27])([CH3:28])[CH3:29])=[O:30])[CH2:21][CH2:22]3)[cH:9][n:10][cH:11][cH:12]2)[cH:31][cH:32]1)[C:45]([NH:44][C:42]([CH2:41][c:38]1[cH:37][cH:36][c:35]([F:34])[cH:40][cH:39]1)=[O:43])=[O:46]. The yield is 45.1%. Procedure: A solution of 4-cyano-1H-imidazole-2-carboxylic acid [4-bromo-2-(4,4-dimethyl-cyclohex-1-enyl)-phenyl]-amide (159 mg, 0.397 mmol, as prepared in Example 1, step (g)) in THF (15 mL) was placed under Ar, cooled to −78° C., and treated with i-PrMgCl (199 μL, 0.397 mmol). The mixture was warmed to RT, allowed to stir at that temperature for 10 min, cooled to −78° C., treated with t-BuLi (701 μL, 1.19 mmol), stirred at that temperature for 10 min, and then treated with cyclohexanone (411 μL, 3.97 mmo... The reactants are [Li]C(C)(C)C (t-BuLi), C1(CCCCC1)=O (cyclohexanone), BrC1=CC(=C(C=C1)NC(=O)C=1NC=C(N1)C#N)C1=CCC(CC1)(C)C (4-Cyano-1H-imidazole-2-carboxylic acid [4-bromo-2-(4,4-dimethyl-cyclohex-1-enyl)-phenyl]-amide), C(C)(C)[Mg]Cl (i-PrMgCl). Run at temperature -78 celsius, time 10 minute. Run in C1CCOC1 (THF). Reaction SMILES: Br[C:2]1[CH:7]=[CH:6][C:5]([NH:8][C:9]([C:11]2[NH:12][CH:13]=[C:14]([C:16]#[N:17])[N:15]=2)=[O:10])=[C:4]([C:18]2[CH2:23][CH2:22][C:21]([CH3:25])([CH3:24])[CH2:20][CH:19]=2)[CH:3]=1.C([Mg]Cl)(C)C.[Li]C(C)(C)C.[C:36]1(=[O:42])[CH2:41][CH2:40][CH2:39][CH2:38][CH2:37]1>C1COCC1>[CH3:24][C:21]1([CH3:25])[CH2:22][CH2:23][C:18]([C:4]2[CH:3]=[C:2]([C:36]3([OH:42])[CH2:41][CH2:40][CH2:39][CH2:38][CH2:37]3)[CH:7]=[CH:6][C:5]=2[NH:8][C:9]([C:11]2[NH:12][CH:13]=[C:14]([C:16]#[N:17])[N:15]=2)=[O:10])=[CH:19][CH2:20]1. Yields the product 20-g, CC1(CC=C(CC1)C1=C(C=CC(=C1)C1(CCCCC1)O)NC(=O)C=1NC=C(N1)C#N)C (4-Cyano-1H-imidazole-2-carboxylic acid [2-(4,4-dimethyl-cyclohex-1-enyl)-4-(1-hydroxy-cyclohexyl)-phenyl]-amide). Reactants: C(C1=CC=CC=C1)N1C(CCCC1C#N)C#N (1-benzylpiperidine-2,6-dicarbonitrile), CN(P(N(C)C)(N(C)C)=O)C (hexamethylphosphorictriamide), C(C)(C)NC(C)C (diisopropylamine), C(CCC)[Li] (n-butyllithium), BrCC(=O)OC(C)(C)C (tert-butyl bromoacetate). Run in O1CCCC1 (tetrahydrofuran), O1CCCC1 (tetrahydrofuran), O1CCCC1 (tetrahydrofuran). Run at temperature -20 celsius, time 30 minute. The product is C(C1=CC=CC=C1)N1C(CCCC1C#N)(C#N)CC(=O)OC(C)(C)C (tert-Butyl (1-benzyl-2,6-dicyanopiperidin-2-yl)acetate), SiO2. As a reaction SMILES: C(NC(C)C)(C)C.C([Li])CCC.[CH2:13]([N:20]1[CH:25]([C:26]#[N:27])[CH2:24][CH2:23][CH2:22][CH:21]1[C:28]#[N:29])[C:14]1[CH:19]=[CH:18][CH:17]=[CH:16][CH:15]=1.CN(C)P(=O)(N(C)C)N(C)C.Br[CH2:42][C:43]([O:45][C:46]([CH3:49])([CH3:48])[CH3:47])=[O:44]>O1CCCC1>[CH2:13]([N:20]1[CH:25]([C:26]#[N:27])[CH2:24][CH2:23][CH2:22][C:21]1([CH2:42][C:43]([O:45][C:46]([CH3:49])([CH3:48])[CH3:47])=[O:44])[C:28]#[N:29])[C:14]1[CH:15]=[CH:16][CH:17]=[CH:18][CH:19]=1. Procedure: A solution of 378.000 mmol of diisopropylamine in 180 ml of tetrahydrofuran is admixed dropwise at −78° C. with 179.000 mmol of n-butyllithium (1.6M in hexane). The yellowish solution is stirred at −20° C. for 30 minutes then cooled again to −78° C. This solution is admixed dropwise at −78° C. with a solution of 126.000 mmol of 1-benzylpiperidine-2,6-dicarbonitrile [98195-08-5] and 138.600 mmol of hexamethylphosphorictriamide in 50 ml of tetrahydrofuran. The mixture is subsequently stirred at th...